This data is from the Open Reaction Database (ORD), a public repository of structured organic reaction records. The task is: describe an organic reaction: reactants, conditions, products, and yield The reactants are C1COCCO1, COCCO, CCOC(C)=O, CNC(=O)c1ccccc1Nc1nc(Cl)ncc1Cl, Cl, CCN1C(=O)CCCc2cc(N)c(OC)cc21. Yields the product CCN1C(=O)CCCc2cc(Nc3ncc(Cl)c(Nc4ccccc4C(=O)NC)n3)c(OC)cc21. As a reaction SMILES: [CH2:43]1[O:44][CH2:45][CH2:46][O:47][CH2:48]1.[CH3:38][O:39][CH2:40][CH2:41][OH:42].[CH3:49][CH2:50][O:51][C:52]([CH3:53])=[O:54].[Cl:1][c:2]1[n:3][cH:4][c:5]([Cl:19])[c:6]([NH:8][c:9]2[c:10]([C:11](=[O:12])[NH:13][CH3:14])[cH:15][cH:16][cH:17][cH:18]2)[n:7]1.[ClH:37].[NH2:20][c:21]1[cH:22][c:23]2[c:24]([cH:33][c:34]1[O:35][CH3:36])[N:25]([CH2:31][CH3:32])[C:26](=[O:30])[CH2:27][CH2:28][CH2:29]2>>[c:2]1([NH:20][c:21]2[cH:22][c:23]3[c:24]([cH:33][c:34]2[O:35][CH3:36])[N:25]([CH2:31][CH3:32])[C:26](=[O:30])[CH2:27][CH2:28][CH2:29]3)[n:3][cH:4][c:5]([Cl:19])[c:6]([NH:8][c:9]2[c:10]([C:11](=[O:12])[NH:13][CH3:14])[cH:15][cH:16][cH:17][cH:18]2)[n:7]1. The reactants are CCOC(=O)c1cc([N+](=O)[O-])c[nH]1, C1CCOC1, CS(=O)(=O)Cl, [H-], [Na+], O. Yields the product CCOC(=O)c1cc([N+](=O)[O-])cn1S(C)(=O)=O. As a reaction SMILES: [CH2:1]([CH3:2])[O:3][C:4](=[O:5])[c:6]1[nH:7][cH:8][c:9]([N+:11](=[O:12])[O-:13])[cH:10]1.[CH2:22]1[O:23][CH2:24][CH2:25][CH2:26]1.[CH3:16][S:17]([Cl:18])(=[O:19])=[O:20].[H-:15].[Na+:14].[OH2:21]>>[CH2:1]([CH3:2])[O:3][C:4](=[O:5])[c:6]1[n:7]([S:17]([CH3:16])(=[O:19])=[O:20])[cH:8][c:9]([N+:11](=[O:12])[O-:13])[cH:10]1. The reactants are IC1=C(C(=O)O)C=CC=C1 (2-iodobenzoic acid), CO3, NC1=CC=NN1C(C)C (5-amino-1-isopropylpyrazole). Reagents/catalysts: O.C(C)(=O)[O-].[Cu+2].C(C)(=O)[O-] (copper (II) acetate monohydrate). Solvent: CN(C)C=O (DMF). Product: C(C)(C)N1N=CC=C1NC=1C(C(=O)O)=CC=CC1 (N-(1-isopropylpyrazol-5-yl)anthranilic acid). The yield is 97.3%. RXN SMILES: I[C:2]1[CH:10]=[CH:9][CH:8]=[CH:7][C:3]=1[C:4]([OH:6])=[O:5].[NH2:11][C:12]1[N:16]([CH:17]([CH3:19])[CH3:18])[N:15]=[CH:14][CH:13]=1>CN(C=O)C.O.C([O-])(=O)C.[Cu+2].C([O-])(=O)C>[CH:17]([N:16]1[C:12]([NH:11][C:2]2[C:3](=[CH:7][CH:8]=[CH:9][CH:10]=2)[C:4]([OH:6])=[O:5])=[CH:13][CH:14]=[N:15]1)([CH3:19])[CH3:18] |f:3.4.5.6|. Procedure details: To 2-iodobenzoic acid (54 g, 0.218 mol) in DMF (570 ml) was added K2 CO3 (33.4 g, 0.242 mol), then 5-amino-1-isopropylpyrazole (27.3 g, 0.218 mol) and finally copper (II) acetate monohydrate (0.9 g, 4.5 mmol). The reaction mixture was refluxed overnight and then the DMF was evaporated. The residue was poured into ice/water and then the mixture was acidified with acetic acid and concentrated HCl to a pH of about 4. A precipitate formed which was collected by filtration, washed with water and drie... The reactants are [OH-].[Na+] (NaOH), FC1=C(N)C=C(C=C1)[N+](=O)[O-] (2-Fluoro-5-nitroaniline), C(C(C)(C)C)N (neopentylamine), aqueous solution, N(=O)[O-].[Na+] (sodium nitrite). Run in C(C)(=O)O (acetic acid), CS(=O)C (DMSO), O (water). Conditions: temperature 120 celsius, time 20 minute. Product: CC(CN1N=NC2=C1C=CC(=C2)[N+](=O)[O-])(C)C (1-(2,2-dimethylpropyl)-5-nitro-1H-1,2,3-benzotriazole). As a reaction SMILES: F[C:2]1[CH:8]=[CH:7][C:6]([N+:9]([O-:11])=[O:10])=[CH:5][C:3]=1[NH2:4].[CH2:12]([NH2:17])[C:13]([CH3:16])([CH3:15])[CH3:14].[N:18]([O-])=O.[Na+].[OH-].[Na+]>CS(C)=O.O.C(O)(=O)C>[CH3:14][C:13]([CH3:16])([CH3:15])[CH2:12][N:17]1[C:2]2[CH:8]=[CH:7][C:6]([N+:9]([O-:11])=[O:10])=[CH:5][C:3]=2[N:4]=[N:18]1 |f:2.3,4.5|. Procedure: 2-Fluoro-5-nitroaniline (2-1) (10.22 g, 65.5 mmol, 1.0 equiv.) was dissolved in anhydrous DMSO (100 ml), and treated with neopentylamine (2-2) (7.71 ml, 65.5 mmol, 1.0 equiv.). The reaction mixture was heated at 120° C. for 2 days when LCMS showed mostly product with trace of starting material. The reaction mixture was cooled to room temperature and treated with acetic acid (25 ml), followed by addition of 2.0 M aqueous solution of sodium nitrite (121 ml, 79 mmol, 1.2 equiv.). LCMS showed produc... Starting materials: FC1=C(C=CC(=C1)C(C#N)(C)C)C1=CC=CC=C1 (2-(2-fluoro-biphenyl-4-yl)-2-methyl-propionitrile), N(=[N+]=[N-])[Si](C)(C)C (azidotrimethylsilane), C(CCC)[Sn](CCCC)=O (dibutyltin oxide). Solvent: C1(=CC=CC=C1)C (toluene), CCOC(=O)C (EtOAc). Conditions: temperature 150 celsius. Product: FC1=C(C=CC(=C1)C(C)(C)C=1N=NNN1)C1=CC=CC=C1 (5-[1-(2-Fluoro-biphenyl-4-yl)-1-methyl-ethyl]-2H-tetrazole). Reaction SMILES: [F:1][C:2]1[CH:7]=[C:6]([C:8]([CH3:12])([CH3:11])[C:9]#[N:10])[CH:5]=[CH:4][C:3]=1[C:13]1[CH:18]=[CH:17][CH:16]=[CH:15][CH:14]=1.[N:19]([Si](C)(C)C)=[N+:20]=[N-:21].C([Sn](=O)CCCC)CCC>C1(C)C=CC=CC=1.CCOC(C)=O>[F:1][C:2]1[CH:7]=[C:6]([C:8]([C:9]2[N:19]=[N:20][NH:21][N:10]=2)([CH3:12])[CH3:11])[CH:5]=[CH:4][C:3]=1[C:13]1[CH:14]=[CH:15][CH:16]=[CH:17][CH:18]=1. Reported procedure: A mixture of 2-(2-fluoro-biphenyl-4-yl)-2-methyl-propionitrile (100 mg, 0.418 mmol), azidotrimethylsilane (222 μL, 1.672 mmol) and dibutyltin oxide (20 mg) in dry toluene (2.5 mL) was heated under microwave irradiation in a sealed vessel at 150° C. for 1000 seconds. The solution was then diluted with EtOAc, washed with water, the organics separated, dried (MgSO4), filtered and evaporated to dryness. The residue was purified by column chromatography (EtOAc) to afford the title compound, 5-[1-(2-F... As a reaction SMILES: Br[C:2]1[N:3]=[C:4]([NH:10][C:11]2[CH:12]=[N:13][N:14]([CH2:16][CH3:17])[CH:15]=2)[C:5](=[O:9])[N:6]([CH3:8])[CH:7]=1.C([O:21][CH2:22][C:23]1[C:28](B2OC(C)(C)C(C)(C)O2)=[CH:27][CH:26]=[CH:25][C:24]=1[N:38]1[CH2:46][C:45]2[C:40](=[CH:41][CH:42]=[C:43]([C:47]([CH3:50])([CH3:49])[CH3:48])[CH:44]=2)[C:39]1=[O:51])(=O)C>>[C:47]([C:43]1[CH:44]=[C:45]2[C:40](=[CH:41][CH:42]=1)[C:39](=[O:51])[N:38]([C:24]1[CH:25]=[CH:26][CH:27]=[C:28]([C:2]3[N:3]=[C:4]([NH:10][C:11]4[CH:12]=[N:13][N:14]([CH2:16][CH3:17])[CH:15]=4)[C:5](=[O:9])[N:6]([CH3:8])[CH:7]=3)[C:23]=1[CH2:22][OH:21])[CH2:46]2)([CH3:50])([CH3:48])[CH3:49]. Starting materials: BrC=1N=C(C(N(C1)C)=O)NC=1C=NN(C1)CC (5-Bromo-3-(1-ethyl-1H-pyrazol-4-ylamino)-1-methylpyrazin-2(1H)-one), C(C)(=O)OCC1=C(C=CC=C1B1OC(C(O1)(C)C)(C)C)N1C(C2=CC=C(C=C2C1)C(C)(C)C)=O (2-(5-tert-Butyl-1-oxoisoindolin-2-yl)-6-(4,4,5,5-tetramethyl-1,3,2-dioxaborolan-2-yl)benzyl Acetate). Product: C(C)(C)(C)C=1C=C2CN(C(C2=CC1)=O)C1=C(C(=CC=C1)C=1N=C(C(N(C1)C)=O)NC=1C=NN(C1)CC)CO (5-tert-Butyl-2-(3-(6-(1-ethyl-1H-pyrazol-4-ylamino)-4-methyl-5-oxo-4,5-dihydropyrazin-2-yl)-2-(hydroxymethyl)phenyl)isoindolin-1-one). Isolated yield 48.2%. Procedure details: Using the same general procedure as Example 105, reaction of 111c (253 mg, 0.85 mmol) and 103f (473 mg, 1.02 mmol) afforded a 48% yield (210 mg) of 111 as an off-white solid: mp 138-140° C.; 1H NMR (500 MHz, DMSO-d6) δ 9.57 (s, 1H), 8.17 (s, 1H), 7.72 (m, 3H), 7.61 (m, 2H), 7.51 (t, 1H, J=7.6 Hz), 7.43 (m, 1H), 7.31 (s, 1H), 4.94 (s, 2H), 4.88 (t, 1H, J=5.0 Hz), 4.49 (d, 2H, J=5.0 Hz), 4.06 (q, 2H, J=7.1 Hz), 3.52 (s, 3H), 1.37 (s, 9H), 1.33 (t, 3H, J=7.2 Hz); MS (ESI+) m/z 513.2 (M+H). Reactants: Cl[C@]1(O)C[C@@H]([C@](O)([C@@H](O1)C)OC(C(F)(F)F)=O)NC(C(F)(F)F)=O (1-chloro-2,3,6-trideoxy-3-trifluoroacetamido-4-trifluoroacetoxy-alpha-L-lyxohexopyranose), C1=CC=CC=C1 (benzene), [Hg](C#N)C#N (Hg(CN)2). The solvent is O1CCOCC1 (dioxane). The product is FC(C(=O)N[C@H]1C=CO[C@H]([C@]1(O)OC(C(F)(F)F)=O)C)(F)F (1,2,3,6-tetradeoxy-3-trifluoroacetamido-4-trifluoroacetoxy-L-lyxo-hex-1-enopyranose). Yield: 93.9%. RXN SMILES: Cl[C@:2]1([O:9][C@@H:8]([CH3:10])[C@@:6]([O:11][C:12](=[O:17])[C:13]([F:16])([F:15])[F:14])([OH:7])[C@@H:5]([NH:18][C:19](=[O:24])[C:20]([F:23])([F:22])[F:21])[CH2:4]1)O.C1C=CC=CC=1.[Hg](C#N)C#N>O1CCOCC1>[F:23][C:20]([F:21])([F:22])[C:19]([NH:18][C@@H:5]1[C@:6]([O:11][C:12](=[O:17])[C:13]([F:16])([F:14])[F:15])([OH:7])[C@H:8]([CH3:10])[O:9][CH:2]=[CH:4]1)=[O:24]. Reported procedure: To a solution of 800 mg of 1-chloro-2,3,6-trideoxy-3-trifluoroacetamido-4-trifluoroacetoxy-alpha-L-lyxohexopyranose (I)* in 25 ml of a 4:1 (by volume) mixture of benzene and dioxane there were added 500 mg of Hg(CN)2. The resulting suspension was heated under reflux for 3 1/2 hours. After cooling, the reaction mixture was filtered to give a clear solution, which was then evaporated to a residue. The residue was extracted with benzene and, upon evaporation of the benzene solution, there were obta... Reported procedure: A solution of 148 (1.00 g, 4.01 mmol), 4-nitrophenyl carbonochloridate (0.9085 g, 4.507 mmol) and pyridine (0.7131 g, 9.015 mmol) in DCM (10 mL) were stirred for 30 min. Water was added and the reaction mixture was extracted with DCM. The organic layer was concentrated and purified by SiO2 chromatography eluting with 20% EtOAc/hexane to afford 1.511 g (90.0%) of 4-nitrophenyl 1-(3,4-dichlorophenyl)-2,2,2-trifluoroethylcarbamate (150). Yield: 92.1%. RXN SMILES: [Cl:1][C:2]1[CH:3]=[C:4]([CH:9]([NH2:14])[C:10]([F:13])([F:12])[F:11])[CH:5]=[CH:6][C:7]=1[Cl:8].[C:15](Cl)(=[O:26])[O:16][C:17]1[CH:22]=[CH:21][C:20]([N+:23]([O-:25])=[O:24])=[CH:19][CH:18]=1.N1C=CC=CC=1.O>C(Cl)Cl>[Cl:1][C:2]1[CH:3]=[C:4]([CH:9]([NH:14][C:15](=[O:26])[O:16][C:17]2[CH:18]=[CH:19][C:20]([N+:23]([O-:25])=[O:24])=[CH:21][CH:22]=2)[C:10]([F:11])([F:12])[F:13])[CH:5]=[CH:6][C:7]=1[Cl:8]. Solvent: C(Cl)Cl (DCM). Reactants: O (Water), ClC=1C=C(C=CC1Cl)C(C(F)(F)F)N (1-(3,4-dichlorophenyl)-2,2,2-trifluoroethanamine), C(OC1=CC=C(C=C1)[N+](=O)[O-])(=O)Cl (4-nitrophenyl carbonochloridate), N1=CC=CC=C1 (pyridine). Product: ClC=1C=C(C=CC1Cl)C(C(F)(F)F)NC(OC1=CC=C(C=C1)[N+](=O)[O-])=O (4-nitrophenyl 1-(3,4-dichlorophenyl)-2,2,2-trifluoroethylcarbamate). RXN SMILES: [C:1]1([NH:7][C:8](=[O:22])[NH:9][C:10]2[S:11][CH:12]=[C:13]([C:15](=O)[C:16]([O:18][CH2:19][CH3:20])=[O:17])[N:14]=2)[CH:6]=[CH:5][CH:4]=[CH:3][CH:2]=1.[S:23]1[CH2:29][C:27](=[O:28])[N:26]([CH2:30][C:31]([OH:33])=[O:32])[C:24]1=[S:25].[Cl-].[NH4+].N.Cl>C(O)C>[CH2:19]([O:18][C:16]([C:15](=[C:29]1[S:23][C:24](=[S:25])[N:26]([CH2:30][C:31]([OH:33])=[O:32])[C:27]1=[O:28])[C:13]1[N:14]=[C:10]([NH:9][C:8]([NH:7][C:1]2[CH:6]=[CH:5][CH:4]=[CH:3][CH:2]=2)=[O:22])[S:11][CH:12]=1)=[O:17])[CH3:20] |f:2.3|. The reactants are C1(=CC=CC=C1)NC(NC=1SC=C(N1)C(C(=O)OCC)=O)=O (ethyl 2-(3-phenylureido)thiazol-4-ylglyoxylate), N (ammonia), Cl (hydrochloric acid), S1C(=S)N(C(=O)C1)CC(=O)O (rhodanine-3-acetic acid), [Cl-].[NH4+] (ammonium chloride). Run at temperature 80 celsius, time 1 hour. Reported procedure: A mixture comprising 1 g of ethyl 2-(3-phenylureido)thiazol-4-ylglyoxylate, 0.59 g of rhodanine-3-acetic acid 0.4 g of ammonium chloride, 0.4 ml of 28% v/v aqueous ammonia and 4 ml of ethanol was stirred at an external temperature of 80° C. for one hour. The reaction mixture was then acidified with dilute hydrochloric acid and extracted with ethyl acetate. The extract was dried over anhydrous magnesium sulfate, and the solvent was evaporated off under reduced pressure. The residue thus obtained ... Yields the product C(C)OC(=O)C(C=1N=C(SC1)NC(=O)NC1=CC=CC=C1)=C1C(N(C(S1)=S)CC(=O)O)=O (5-{1-Ethoxycarbonyl-1-[2-(3-phenylureido)thiazol-4-yl]methylene}rhodanine-3-acetic acid). Yield: 48.7%. Run in C(C)O (ethanol). The reactants are C(CCC)[Li] (n-Butyllithium), C(C)(C)(C)OC(NC1CCOC2=CC=C(C=C12)Br)=O ((6-Bromo-chroman-4-yl)-carbamic acid tert-butyl ester), CN(C)C=O (DMF). Solvent: C1CCOC1 (THF). Run at temperature -78 celsius, time 30 minute. Product: C(C)(C)(C)OC(NC1CCOC2=CC=C(C=C12)C=O)=O ((6-formyl-chroman-4-yl)-carbamic acid tert-butyl ester). Reaction SMILES: [C:1]([O:5][C:6](=[O:19])[NH:7][CH:8]1[C:17]2[C:12](=[CH:13][CH:14]=[C:15](Br)[CH:16]=2)[O:11][CH2:10][CH2:9]1)([CH3:4])([CH3:3])[CH3:2].C([Li])CCC.CN([CH:28]=[O:29])C>C1COCC1>[C:1]([O:5][C:6](=[O:19])[NH:7][CH:8]1[C:17]2[C:12](=[CH:13][CH:14]=[C:15]([CH:28]=[O:29])[CH:16]=2)[O:11][CH2:10][CH2:9]1)([CH3:4])([CH3:3])[CH3:2]. Procedure: (6-Bromo-chroman-4-yl)-carbamic acid tert-butyl ester (Step D) (3.859 g, 11.76 mmol) was dissolved in THF (50 mL) and cooled to −78° C. n-Butyllithium (2.5 M) (11.76 mL, 29.40 mmol) was added drop-wise to the stirred solution. The reaction mixture was stirred at −78° C. for 30 min and DMF (4.55 mL, 58.8 mmol) was added drop-wise and the system was slowly warmed to RT overnight. The reaction was quenched with saturated aqueous NH4Cl solution and extracted with EtOAc. The combined organics were dr...